Dataset: the Open Reaction Database (ORD), a public repository of structured organic reaction records. Task: describe an organic reaction: reactants, conditions, products, and yield Starting materials: CC#CC(=O)c1ccc(F)cc1F, Cc1oc(-c2ccccc2)nc1CCOc1ccc(CC(N)C(=O)O)cc1. Yields the product CC(=CC(=O)c1ccc(F)cc1F)NC(Cc1ccc(OCCc2nc(-c3ccccc3)oc2C)cc1)C(=O)O. As a reaction SMILES: [F:28][c:29]1[c:30]([C:36]([C:37]#[C:38][CH3:39])=[O:40])[cH:31][cH:32][c:33]([F:35])[cH:34]1.[NH2:1][CH:2]([C:3](=[O:4])[OH:5])[CH2:6][c:7]1[cH:8][cH:9][c:10]([O:13][CH2:14][CH2:15][c:16]2[n:17][c:18](-[c:22]3[cH:23][cH:24][cH:25][cH:26][cH:27]3)[o:19][c:20]2[CH3:21])[cH:11][cH:12]1>>[NH:1]([CH:2]([C:3](=[O:4])[OH:5])[CH2:6][c:7]1[cH:8][cH:9][c:10]([O:13][CH2:14][CH2:15][c:16]2[n:17][c:18](-[c:22]3[cH:23][cH:24][cH:25][cH:26][cH:27]3)[o:19][c:20]2[CH3:21])[cH:11][cH:12]1)[C:38](=[CH:37][C:36]([c:30]1[c:29]([F:28])[cH:34][c:33]([F:35])[cH:32][cH:31]1)=[O:40])[CH3:39]. Reactants: CC(C)C(=O)Cl, CC#N, O=C1NC2C=CC1C2, O, c1ccncc1. Product: CC(C)C(=O)N1C(=O)C2C=CC1C2. RXN SMILES: [C:15]([CH:16]([CH3:17])[CH3:18])(=[O:19])[Cl:20].[CH3:22][C:23]#[N:24].[CH:1]12[NH:2][C:3](=[O:8])[CH:4]([CH:5]=[CH:6]1)[CH2:7]2.[OH2:21].[cH:9]1[cH:10][cH:11][n:12][cH:13][cH:14]1>>[CH:1]12[N:2]([C:15]([CH:16]([CH3:17])[CH3:18])=[O:19])[C:3](=[O:8])[CH:4]([CH:5]=[CH:6]1)[CH2:7]2. The yield is 89.6%. RXN SMILES: [N+:1]([C:4]1[CH:5]=[CH:6][CH:7]=[C:8]2[C:13]=1[O:12][CH2:11][CH2:10][CH:9]2[C:14]([OH:16])=O)([O-:3])=[O:2].[CH:17]([C:20]1[CH:26]=[CH:25][C:23]([NH2:24])=[CH:22][CH:21]=1)([CH3:19])[CH3:18].O.ON1C2C=CC=CC=2N=N1.Cl.C(N=C=NCCCN(C)C)C>CN(C)C=O>[CH:17]([C:20]1[CH:26]=[CH:25][C:23]([NH:24][C:14]([CH:9]2[C:8]3[C:13](=[C:4]([N+:1]([O-:3])=[O:2])[CH:5]=[CH:6][CH:7]=3)[O:12][CH2:11][CH2:10]2)=[O:16])=[CH:22][CH:21]=1)([CH3:19])[CH3:18] |f:2.3,4.5|. Procedure: To a solution of 8-nitrochroman-4-carboxylic acid (3.0 g) and 4-isopropylaniline (2.0 g) in dimethylformamide (30 mL) were added N-hydroxybenzotriazole hydrate (2.0 g) and 1-ethyl-3-(3′-dimethylaminopropyl)carbodiimide hydrochloride (2.8 g), and the mixture was stirred at room temperature. After the completion of the reaction, the reaction mixture was partitioned between water and ethyl acetate. The organic layer was washed with saturated brine and dried over magnesium sulfate. The solvent was e... Solvent: CN(C=O)C (dimethylformamide). Reactants: [N+](=O)([O-])C=1C=CC=C2C(CCOC12)C(=O)O (8-nitrochroman-4-carboxylic acid), C(C)(C)C1=CC=C(N)C=C1 (4-isopropylaniline), O.ON1N=NC2=C1C=CC=C2 (N-hydroxybenzotriazole hydrate), Cl.C(C)N=C=NCCCN(C)C (1-ethyl-3-(3′-dimethylaminopropyl)carbodiimide hydrochloride). The product is C(C)(C)C1=CC=C(C=C1)NC(=O)C1CCOC2=C(C=CC=C12)[N+](=O)[O-] (N-(4-isopropylphenyl)-8-nitrochroman-4-carboxamide). The reactants are C(=O)(O)CCCCC[P+](C1=CC=CC=C1)(C1=CC=CC=C1)C1=CC=CC=C1 ((5-Carboxypentyl)triphenyl phosphonium), N1=C(C=CC=C1)C=O (2-pyridinecarbaldehyde), [OH-].[Na+] (sodium hydroxide), CC(C)([O-])C.[K+] (potassium tert-butoxide). The solvent is O1CCCC1 (tetrahydrofuran), O1CCCC1 (tetrahydrofuran). Conditions: time 1 hour. Yields the product N1=C(C=CC=C1)C=CCCCCC(=O)O (7-(2-Pyridyl)-6-heptenoic acid). The yield is 52.1%. As a reaction SMILES: [C:1]([CH2:4][CH2:5][CH2:6][CH2:7][CH2:8][P+](C1C=CC=CC=1)(C1C=CC=CC=1)C1C=CC=CC=1)([OH:3])=[O:2].CC(C)([O-])C.[K+].[N:34]1[CH:39]=[CH:38][CH:37]=[CH:36][C:35]=1[CH:40]=O.[OH-].[Na+]>O1CCCC1>[N:34]1[CH:39]=[CH:38][CH:37]=[CH:36][C:35]=1[CH:40]=[CH:8][CH2:7][CH2:6][CH2:5][CH2:4][C:1]([OH:3])=[O:2] |f:1.2,4.5|. Reported procedure: (5-Carboxypentyl)triphenyl phosphonium (13.7 g, 30.0 mmol) was suspended in tetrahydrofuran (50 ml), and potassium tert-butoxide (6.3 g, 56.0 mmol) was added thereto under ice cooling condition. The mixture was stirred for 1 hr. Successively, a solution of 2-pyridinecarbaldehyde (2.0 g, 18.7 mmol) in tetrahydrofuran (10 ml) was added to the mixture, and the mixture was stirred at 0° C. for 3 hrs. The reaction mixture was combined with 2 N aqueous sodium hydroxide solution (50 ml), washed with di... Starting materials: CC(CC1N(CCN(CCN(CCN(CCN(C1)S(=O)(=O)C1=CC=C(C=C1)C)S(=O)(=O)C1=CC=C(C=C1)C)S(=O)(=O)C1=CC=C(C=C1)C)S(=O)(=O)C1=CC=C(C=C1)C)S(=O)(=O)C1=CC=C(C=C1)C)C (2-(2-methylpropyl)-1,4,7,10, 13-penta(p-toluenesulfonyl)-1,4,7,10,13-pentaazacyclopentadecane), C(C)O (ethanol), C(C)OCC (ethyl ether), Example 5C, OS(=O)(=O)O (H2SO4). Run in CC#N (CH3CN). Conditions: temperature 100 celsius, time 69 hour. Yields the product CC(CC1NCCNCCNCCNCCNC1)C (2-(2-Methylpropyl)-1,4,7,10,13-pentaazacyclopentadecane). Isolated yield 20.0%. As a reaction SMILES: [CH3:1][CH:2]([CH3:69])[CH2:3][CH:4]1[CH2:18][N:17](S(C2C=CC(C)=CC=2)(=O)=O)[CH2:16][CH2:15][N:14](S(C2C=CC(C)=CC=2)(=O)=O)[CH2:13][CH2:12][N:11](S(C2C=CC(C)=CC=2)(=O)=O)[CH2:10][CH2:9][N:8](S(C2C=CC(C)=CC=2)(=O)=O)[CH2:7][CH2:6][N:5]1S(C1C=CC(C)=CC=1)(=O)=O.OS(O)(=O)=O.C(O)C.C(OCC)C>CC#N>[CH3:1][CH:2]([CH3:69])[CH2:3][CH:4]1[CH2:18][NH:17][CH2:16][CH2:15][NH:14][CH2:13][CH2:12][NH:11][CH2:10][CH2:9][NH:8][CH2:7][CH2:6][NH:5]1. Procedure: A mixture of 2-(2-methylpropyl)-1,4,7,10, 13-penta(p-toluenesulfonyl)-1,4,7,10,13-pentaazacyclopentadecane prepared as in Example 5C (14.1 g, 0.0135 mole) and concentrated H2SO4 (50 ml) was heated at 100° C. with stirring under a dry argon atmosphere for 69 h. To the resulting brown solution ethanol (70 mL) was added dropwise with stirring at 0° C., followed by ethyl ether (1 l). The brown solid was filtered and washed thoroughly with ethyl ether. The solid was then dissolved in H2O (100 ml) and... Reactants: FC1=C(C#N)C=C(C(=N1)NC1=NNC(=C1)OC(C)C)F (2,5-difluoro-6-(5-isopropoxy-1H-pyrazol-3-ylamino)nicotinonitrile), CCN(C(C)C)C(C)C (DIEA), FC=1C=CC(=NC1)[C@H](C)N ((S)-1-(5-fluoropyridin-2-yl)ethanamine). Solvent: CCCCO (n-BuOH), O (water). Yields the product FC=1C(=NC(=C(C#N)C1)N[C@@H](C)C1=NC=C(C=C1)F)NC1=NNC(=C1)OC(C)C ((S)-5-Fluoro-2-(1-(5-fluoropyridin-2-yl)ethylamino)-6-(5-isopropoxy-1H-pyrazol-3-ylamino)nicotinonitrile). Isolated yield 58.5%. Reaction SMILES: F[C:2]1[N:9]=[C:8]([NH:10][C:11]2[CH:15]=[C:14]([O:16][CH:17]([CH3:19])[CH3:18])[NH:13][N:12]=2)[C:7]([F:20])=[CH:6][C:3]=1[C:4]#[N:5].CCN(C(C)C)C(C)C.[F:30][C:31]1[CH:32]=[CH:33][C:34]([C@@H:37]([NH2:39])[CH3:38])=[N:35][CH:36]=1>CCCCO.O>[F:20][C:7]1[C:8]([NH:10][C:11]2[CH:15]=[C:14]([O:16][CH:17]([CH3:19])[CH3:18])[NH:13][N:12]=2)=[N:9][C:2]([NH:39][C@H:37]([C:34]2[CH:33]=[CH:32][C:31]([F:30])=[CH:36][N:35]=2)[CH3:38])=[C:3]([CH:6]=1)[C:4]#[N:5]. Reported procedure: A solution of 2,5-difluoro-6-(5-isopropoxy-1H-pyrazol-3-ylamino)nicotinonitrile (Method 42, 0.30 g, 1.07 mmol), DIEA (0.16 g, 1.29 mmol), and (S)-1-(5-fluoropyridin-2-yl)ethanamine (Method 33; 0.22 g, 1.6 mmol) in n-BuOH (3 ml) was heated to 130° C. for 18 hours. The reaction was then cooled to room temperature, diluted with water (20 ml), and extracted with DCM (2×50 ml). The combined organic fractions were dried over Na2SO4, filtered, and then concentrated. The resulting oil was purified by co... As a reaction SMILES: [CH3:25][O:26][C:27](=[O:28])[CH:29]1[CH2:30][CH2:31][CH:32]([NH2:35])[CH2:33][CH2:34]1.[Cl:1][c:2]1[cH:3][c:4]([C:20]([F:21])([F:22])[F:23])[cH:5][c:6]2[n:7]1[n:8][c:9]([NH:11][C:12]([c:13]1[cH:14][n:15][cH:16][cH:17][cH:18]1)=[O:19])[n:10]2.[ClH:24]>>[c:2]1([NH:35][CH:32]2[CH2:31][CH2:30][CH:29]([C:27]([O:26][CH3:25])=[O:28])[CH2:34][CH2:33]2)[cH:3][c:4]([C:20]([F:21])([F:22])[F:23])[cH:5][c:6]2[n:7]1[n:8][c:9]([NH:11][C:12]([c:13]1[cH:14][n:15][cH:16][cH:17][cH:18]1)=[O:19])[n:10]2. The product is COC(=O)C1CCC(Nc2cc(C(F)(F)F)cc3nc(NC(=O)c4cccnc4)nn23)CC1. Reactants: COC(=O)C1CCC(N)CC1, O=C(Nc1nc2cc(C(F)(F)F)cc(Cl)n2n1)c1cccnc1, Cl.